From a dataset of the Open Reaction Database (ORD), a public repository of structured organic reaction records. describe an organic reaction: reactants, conditions, products, and yield Yield: 75.0%. Reaction SMILES: Br[C:2]1[CH:11]=[C:10]2[C:5]([CH2:6][NH:7][C:8](=[O:12])[NH:9]2)=[CH:4][CH:3]=1.NC1C=C([N:22]2[CH2:27][CH2:26][N:25]([C:28]([O:30][C:31]([CH3:34])([CH3:33])[CH3:32])=[O:29])[CH2:24][CH2:23]2)C=CC=1CN.C1N=CN(C(N2C=NC=C2)=O)C=1>>[O:12]=[C:8]1[NH:7][CH2:6][C:5]2[C:10](=[CH:11][C:2]([N:22]3[CH2:23][CH2:24][N:25]([C:28]([O:30][C:31]([CH3:34])([CH3:33])[CH3:32])=[O:29])[CH2:26][CH2:27]3)=[CH:3][CH:4]=2)[NH:9]1. Procedure details: Following the same procedure adopted for the synthesis of compound 13, reaction of compound 20 with CDI afforded 0.73 g (75%) of compound 16 as an off-white solid, m.p. 218-219° C.; IR (KBr) νmax. cm−1: 3211, 3166 (NH), 3037 (Ar—H), 1693 (C═O), 1610, 1519, 1417 (C═C). 1H NMR (500 MHz, CDCl3) δ=1.48 (s, 9H, (CH3)3C); 3.00 (m, 4H, 2CH2); 3.56 (m, 4H, 2CH2); 4.48 (s, 2H, CH2); 6.62 (d, 1H, J=2.5 Hz, H-8); 6.64 (d, 1H, J=8.5 Hz, H-5); 6.74 (dd, 1H, J=2.5, 8.4 Hz, H-6); 7.80 (br.s, 1H, NH); 13C NMR (... The reactants are BrC1=CC=C2CNC(NC2=C1)=O (7-Bromo-3,4-dihydroquinazolin-2(1H)-one), NC=1C=C(C=CC1CN)N1CCN(CC1)C(=O)OC(C)(C)C (tert-Butyl 4-(3-amino-4-(aminomethyl)phenyl)piperazine-1-carboxylate), C1=CN(C=N1)C(=O)N2C=CN=C2 (CDI). Yields the product O=C1NC2=CC(=CC=C2CN1)N1CCN(CC1)C(=O)OC(C)(C)C (tert-Butyl 4-(2-oxo-1,2,3,4-tetrahydroquinazolin-7-yl)piperazine-1-carboxylate). Starting materials: OCc1ccc(Oc2ccc(F)cc2)cc1, O, BrP(Br)Br, c1ccncc1, c1ccccc1. Yields the product Fc1ccc(Oc2ccc(CBr)cc2)cc1. As a reaction SMILES: [F:1][c:2]1[cH:3][cH:4][c:5]([O:6][c:7]2[cH:8][cH:9][c:10]([CH2:11][OH:12])[cH:13][cH:14]2)[cH:15][cH:16]1.[OH2:33].[P:23]([Br:24])([Br:25])[Br:26].[cH:17]1[cH:18][cH:19][n:20][cH:21][cH:22]1.[cH:27]1[cH:28][cH:29][cH:30][cH:31][cH:32]1>>[F:1][c:2]1[cH:3][cH:4][c:5]([O:6][c:7]2[cH:8][cH:9][c:10]([CH2:11][Br:24])[cH:13][cH:14]2)[cH:15][cH:16]1. Reactants: CC(=O)OCCCS(=O)(=O)NC(=O)c1ccc(-c2ccc(CCCN(CC(O)c3cccnc3)C(=O)OC(C)(C)C)cc2)cc1OC(C)C, CO, [Na+], C1CCOC1, [OH-]. Product: CC(C)Oc1cc(-c2ccc(CCCN(CC(O)c3cccnc3)C(=O)OC(C)(C)C)cc2)ccc1C(=O)NS(=O)(=O)CCCO. RXN SMILES: [C:1](=[O:2])([CH3:3])[O:4][CH2:5][CH2:6][CH2:7][S:8](=[O:9])(=[O:10])[NH:11][C:12](=[O:13])[c:14]1[c:15]([O:46][CH:47]([CH3:48])[CH3:49])[cH:16][c:17](-[c:20]2[cH:21][cH:22][c:23]([CH2:26][CH2:27][CH2:28][N:29]([CH2:30][CH:31]([c:32]3[cH:33][n:34][cH:35][cH:36][cH:37]3)[OH:38])[C:39](=[O:40])[O:41][C:42]([CH3:43])([CH3:44])[CH3:45])[cH:24][cH:25]2)[cH:18][cH:19]1.[CH3:52][OH:53].[Na+:51].[O:54]1[CH2:55][CH2:56][CH2:57][CH2:58]1.[OH-:50]>>[OH:4][CH2:5][CH2:6][CH2:7][S:8](=[O:9])(=[O:10])[NH:11][C:12](=[O:13])[c:14]1[c:15]([O:46][CH:47]([CH3:48])[CH3:49])[cH:16][c:17](-[c:20]2[cH:21][cH:22][c:23]([CH2:26][CH2:27][CH2:28][N:29]([CH2:30][CH:31]([c:32]3[cH:33][n:34][cH:35][cH:36][cH:37]3)[OH:38])[C:39](=[O:40])[O:41][C:42]([CH3:43])([CH3:44])[CH3:45])[cH:24][cH:25]2)[cH:18][cH:19]1.